This data is from the Open Reaction Database (ORD), a public repository of structured organic reaction records. The task is: describe an organic reaction: reactants, conditions, products, and yield Reaction SMILES: Cl[C:2]1[N:7]=[CH:6][N:5]2[N:8]=[CH:9][C:10]([C:11]([O:13][CH3:14])=[O:12])=[C:4]2[CH:3]=1.[F:15][C:16]1[CH:17]=[C:18]([CH:21]=[CH:22][CH:23]=1)[CH2:19][NH2:20].C(N(CC)C(C)C)(C)C>C(O)C>[F:15][C:16]1[CH:17]=[C:18]([CH:21]=[CH:22][CH:23]=1)[CH2:19][NH:20][C:2]1[CH:3]=[CH:4][N:5]2[N:8]=[CH:9][C:10]([C:11]([O:13][CH3:14])=[O:12])=[C:6]2[N:7]=1. Product: FC=1C=C(CNC2=NC=3N(C=C2)N=CC3C(=O)OC)C=CC1 (methyl 5-(3-fluorobenzylamino)pyrazolo[1,5-a]pyrimidine-3-carboxylate). Reported procedure: A solution of methyl 5-chloropyrazolo[1,5-c]pyrimidine-3-carboxylate (240 mg, 1.1 mM, 1.0 equiv), 3-fluorobenzylamine (200 uL, 2.0 mM, 2.0 equiv), 30 mL of ethanol and 400 uL of N,N-diisopropylethylamine (2.0 mM, 2 equiv) were combined and heated under reflux for 4 hours. The mixture was concentrated and the product collected by filtration and washed with cold ethanol to give 271 mg (80%) of methyl 5-(3-fluorobenzylamino)pyrazolo[1,5-a]pyrimidine-3-carboxylate LCMS (ESI) m+H=301.2, 1H NMR (400 M... The solvent is C(C)O (ethanol). The reactants are ClC1=CC=2N(C=N1)N=CC2C(=O)OC (methyl 5-chloropyrazolo[1,5-c]pyrimidine-3-carboxylate), FC=1C=C(CN)C=CC1 (3-fluorobenzylamine), C(C)(C)N(C(C)C)CC (N,N-diisopropylethylamine). Isolated yield 80.0%. Reactants: CC(C)(C)[O-].[K+] (potassium tert-butylate), S (hydrogen sulfide), CC(C)(C)[O-].[K+] (potassium tert-butylate), FC=1C(=NC=CC1)S(=O)(=O)N (3-fluoropyridin-2-ylsulfonamide), S (hydrogen sulfide). Solvent: CN(C=O)C (dimethylformamide). Run at time 2 hour. The product is SC=1C(=NC=CC1)S(=O)(=O)N (3-mercaptopyridin-2-ylsulfonamide). RXN SMILES: [SH2:1].CC([O-])(C)C.[K+].F[C:9]1[C:10]([S:15]([NH2:18])(=[O:17])=[O:16])=[N:11][CH:12]=[CH:13][CH:14]=1>CN(C)C=O>[SH:1][C:9]1[C:10]([S:15]([NH2:18])(=[O:17])=[O:16])=[N:11][CH:12]=[CH:13][CH:14]=1 |f:1.2|. Reported procedure: 1.06 g of hydrogen sulfide are passed at a temperature of +16° to +20° C. under a nitrogen atmosphere into a mixture of 6.88 g of potassium tert-butylate and 5 g of 3-fluoropyridin-2-ylsulfonamide in 90 ml of dimethylformamide. After the mixture has been stirred for 41/2 hours at a temperature of +50° C., 0.32 g of potassium tert-butylate are added and 0.1 g of hydrogen sulfide is passed in. After the reaction mixture has been stirred for 2 hours at a temperature of +50° C., it is concentrated i... Reactants: NC=1SC=CN1 (2-aminothiazole), BrCC(C(=O)OCC)=O (ethyl bromopyruvate), resultant mixture. Solvent: COCCOC (DME). Product: S1C=2N(C=C1)C=C(N2)C(=O)OCC (Ethyl imidazo[2,1-b]thiazole-6-carboxylate). RXN SMILES: [NH2:1][C:2]1[S:3][CH:4]=[CH:5][N:6]=1.Br[CH2:8][C:9](=O)[C:10]([O:12][CH2:13][CH3:14])=[O:11]>COCCOC>[S:3]1[CH:4]=[CH:5][N:6]2[CH:8]=[C:9]([C:10]([O:12][CH2:13][CH3:14])=[O:11])[N:1]=[C:2]12. Procedure details: To the cold solution of 2-aminothiazole (0.5 g, 4.99 mmol) in 10 mL of DME was added ethyl bromopyruvate (0.783 mL, 6.24 mmol). The resultant mixture was stirred at RT for 30 min. The yellow precipitate obtained was filtered. The solid residue was dissolved in 20 mL of ethanol and refluxed for 8 h. After the completion of the reaction as evidenced by LC-MS, the solvent was removed under vacuum. Residue was added to DCM and washed with sodium bicarbonate solution. The organic solvent was evaporat...